From a dataset of the Open Reaction Database (ORD), a public repository of structured organic reaction records. describe an organic reaction: reactants, conditions, products, and yield Starting materials: COC(CC1(OCC(C2=C1NC1=C(C=CC=C21)CC)O)CC)=O (1,8-Diethyl-4-hydroxy-1,3,4,9-tetrahydropyrano[3,4-b]indole-1-acetic Acid Methyl Ester). Reagents/catalysts: [O-2].[O-2].[Mn+4] (manganese dioxide), [O-2].[O-2].[Mn+4] (manganese dioxide). Solvent: CCOCC (ether). Run at time 16 hour. Product: COC(CC1(OCC(C2=C1NC1=C(C=CC=C21)CC)=O)CC)=O (1,8-Diethyl-1,3,4,9-tetrahydro-4-oxopyrano[3,4-b]indole-1-acetic Acid Methyl Ester). Isolated yield 57.5%. As a reaction SMILES: [CH3:1][O:2][C:3](=[O:23])[CH2:4][C:5]1([CH2:21][CH3:22])[C:10]2[NH:11][C:12]3[C:17]([C:9]=2[CH:8]([OH:20])[CH2:7][O:6]1)=[CH:16][CH:15]=[CH:14][C:13]=3[CH2:18][CH3:19]>CCOCC.[O-2].[O-2].[Mn+4]>[CH3:1][O:2][C:3](=[O:23])[CH2:4][C:5]1([CH2:21][CH3:22])[C:10]2[NH:11][C:12]3[C:17]([C:9]=2[C:8](=[O:20])[CH2:7][O:6]1)=[CH:16][CH:15]=[CH:14][C:13]=3[CH2:18][CH3:19] |f:2.3.4|. Procedure details: 1,8-Diethyl-4-hydroxy-1,3,4,9-tetrahydro[3,4-b]indole-1-acetic acid methyl ester 15 (2.5 g, 8.0 mmol) was added in one portion to a suspension of manganese dioxide (15 g) in 150 mL of ether. The solution was allowed to stir at room temperature for 16 hours, after which time an extra 2 g of manganese dioxide was added and the mixture allowed to stir an additional 2 hours to complete the reaction. The manganese dioxide was removed by filtration through celite, and the pad was washed with 500 mL of... Reactants: 50, ClC(=O)OC(C)C (isopropyl chloroformate), OO (H2O2), [OH-].[Na+] (NaOH), [Na+].[Cl-] (NaCl). The product is C(C)(C)OC(=O)OOC(=O)OC(C)C (Diisopropylperoxydicarbonate). RXN SMILES: Cl[C:2]([O:4][CH:5]([CH3:7])[CH3:6])=[O:3].[OH:8][OH:9].[OH-:10].[Na+].[Na+].[Cl-]>>[CH:5]([O:4][C:2]([O:8][O:9][C:2]([O:4][CH:5]([CH3:7])[CH3:6])=[O:10])=[O:3])([CH3:7])[CH3:6] |f:2.3,4.5|. Procedure: Following the Example II procedure, IPP is prepared at the rate of 50 pph in an average assay of greater than 98% from 85 pph of isopropyl chloroformate, 28.5 pph of 50% H2O2, 160 pph of 20% NaOH and 50 pph of saturated NaCl solution. Starting materials: CC(C)(C)C(=O)OCCCCC1CC(O)(C(F)(F)F)C2(C)CCC3c4ccc(OCc5ccccc5)cc4CCC3C12, O, O=P(Cl)(Cl)Cl, c1ccncc1. Product: CC(C)(C)C(=O)OCCCCC1C=C(C(F)(F)F)C2(C)CCC3c4ccc(OCc5ccccc5)cc4CCC3C12. Reaction SMILES: [CH2:6]([c:7]1[cH:8][cH:9][cH:10][cH:11][cH:12]1)[O:13][c:14]1[cH:15][c:16]2[c:29]([cH:30][cH:31]1)[CH:28]1[CH:19]([CH2:18][CH2:17]2)[CH:20]2[CH:21]([CH2:37][CH2:38][CH2:39][CH2:40][O:41][C:42]([C:43]([CH3:44])([CH3:45])[CH3:46])=[O:47])[CH2:22][C:23]([C:32]([F:33])([F:34])[F:35])([OH:36])[C:24]2([CH3:25])[CH2:26][CH2:27]1.[OH2:54].[P:1]([Cl:2])([Cl:3])([Cl:4])=[O:5].[cH:48]1[cH:49][cH:50][n:51][cH:52][cH:53]1>>[CH2:6]([c:7]1[cH:8][cH:9][cH:10][cH:11][cH:12]1)[O:13][c:14]1[cH:15][c:16]2[c:29]([cH:30][cH:31]1)[CH:28]1[CH:19]([CH2:18][CH2:17]2)[CH:20]2[CH:21]([CH2:37][CH2:38][CH2:39][CH2:40][O:41][C:42]([C:43]([CH3:44])([CH3:45])[CH3:46])=[O:47])[CH:22]=[C:23]([C:32]([F:33])([F:34])[F:35])[C:24]2([CH3:25])[CH2:26][CH2:27]1.